This data is from the Open Reaction Database (ORD), a public repository of structured organic reaction records. The task is: describe an organic reaction: reactants, conditions, products, and yield The reactants are C(CC#C)OC1OCCCC1 (2-(3-butynyloxy)tetrahydro-2H-pyran), C(CCC)[Li] (butyllithium), C1CCOC1 (THF), ice water, 1h. Solvent: hexanes. Reaction conditions: temperature -23 celsius, time 2 hour. Product: O1C(CCCC1)OCCC#CCO (5-(tetrahydro-2H-pyran-2-yloxy)-2-pentyn-1-ol). Yield: 77.0%. Reaction SMILES: [CH2:1]([O:5][CH:6]1[CH2:11][CH2:10][CH2:9][CH2:8][O:7]1)[CH2:2][C:3]#[CH:4].C([Li])CCC.C1C[O:20][CH2:19]C1>>[O:7]1[CH2:8][CH2:9][CH2:10][CH2:11][CH:6]1[O:5][CH2:1][CH2:2][C:3]#[C:4][CH2:19][OH:20]. Procedure: To a solution of 8.0 mL (51 mmol) of 2-(3-butynyloxy)tetrahydro-2H-pyran in 150 mL of THF under nitrogen atmosphere at −23° C. was added dropwise a solution of 33 mL (53 mmol) of 1.6M butyllithium in hexanes, maintaining the temperature at −23° C. The resulting solution was stirred at 0° C. for 2 h, recooled to −23° C. and 2.4 g (76.5 mmol) of parafomaldehyde was added in several portions. The mixture was stirred at −23° C. for 1h and let warm to room temperature and stirred for 18 h. The reacti...